Dataset: the Open Reaction Database (ORD), a public repository of structured organic reaction records. Task: describe an organic reaction: reactants, conditions, products, and yield The product is ClC=1C(=C2C(=C(C1Cl)C(C)=O)OCCO2)[N+](=O)[O-] (5',6'-dichloro-2',3'-ethylenedioxy-4'-nitroacetophenone). Reaction conditions: time 10 minute. Starting materials: ClC=1C=C2C(=C(C1Cl)C(C)=O)OCCO2 (5',6'-Dichloro-2',3'-ethylenedioxyacetophenone), [N+](=O)(O)[O-] (nitric acid), ice. Procedure details: 5',6'-Dichloro-2',3'-ethylenedioxyacetophenone (8.5 g, 0.0344 miol) was added in portions to 34.5 mL of stirring fuming nitric acid at a rate such that the temperature of the reaction mixture remained below 10° C. The mixture was stirred for an additional 10 minutes at 5 C. and then poured onto 250 g of crushed ice giving yellow precipitate. The precipitate was isolated by filtration and washed with water. Drying gave 5',6'-dichloro-2',3'-ethylenedioxy-4'-nitroacetophenone (8.9 g, 0.0341 mol), m... Reaction SMILES: [Cl:1][C:2]1[CH:3]=[C:4]2[O:15][CH2:14][CH2:13][O:12][C:5]2=[C:6]([C:9](=[O:11])[CH3:10])[C:7]=1[Cl:8].[N+:16]([O-])([OH:18])=[O:17]>>[Cl:1][C:2]1[C:3]([N+:16]([O-:18])=[O:17])=[C:4]2[O:15][CH2:14][CH2:13][O:12][C:5]2=[C:6]([C:9](=[O:11])[CH3:10])[C:7]=1[Cl:8].